This data is from the Open Reaction Database (ORD), a public repository of structured organic reaction records. The task is: describe an organic reaction: reactants, conditions, products, and yield Starting materials: C(C)(C)(C)OC(NC1CCCCC2=C1C=CC(=C2)OCC2CCCCC2)=O ((2-cyclohexylmethoxy-6,7,8,9-tetrahydro-5H-benzocyclohepten-5-yl)-carbamic acid tert-butyl ester), C1CC(=O)N(C1=O)Br (NBS). The solvent is CC#N (CH3CN). Reaction conditions: time 1.5 hour. The product is C(C)(C)(C)OC(NC1CCCCC2=C1C=C(C(=C2)OCC2CCCCC2)Br)=O ((3-Bromo-2-cyclohexylmethoxy-6,7,8,9-tetrahydro-5H-benzocyclohepten-5-yl)-carbamic acid tert-butyl ester). The yield is 88.6%. Reaction SMILES: [C:1]([O:5][C:6](=[O:27])[NH:7][CH:8]1[C:14]2[CH:15]=[CH:16][C:17]([O:19][CH2:20][CH:21]3[CH2:26][CH2:25][CH2:24][CH2:23][CH2:22]3)=[CH:18][C:13]=2[CH2:12][CH2:11][CH2:10][CH2:9]1)([CH3:4])([CH3:3])[CH3:2].C1C(=O)N([Br:35])C(=O)C1>CC#N>[C:1]([O:5][C:6](=[O:27])[NH:7][CH:8]1[C:14]2[CH:15]=[C:16]([Br:35])[C:17]([O:19][CH2:20][CH:21]3[CH2:22][CH2:23][CH2:24][CH2:25][CH2:26]3)=[CH:18][C:13]=2[CH2:12][CH2:11][CH2:10][CH2:9]1)([CH3:4])([CH3:2])[CH3:3]. Procedure: To (2-cyclohexylmethoxy-6,7,8,9-tetrahydro-5H-benzocyclohepten-5-yl)-carbamic acid tert-butyl ester (7.93 g, 21.2 mmol) in CH3CN (300 mL) was added NBS (3.96 g, 22.3 mmol). The mixture was stirred for 1.5 h, then blown dry under a stream of N2. The residue was resuspended in CCl4, filtered, and concentrated to a solid. The solid was recrystallized from CH3CN to yield a white solid (8.5 g, 88%). MS [M−H]− 452, m.p. 142-144° C. The reactants are NC1=NC(=NC2=CC(=C(C=C12)OC)OC)Cl (4-amino-2-chloro-6,7-dimethoxyquinazoline), CNCCC#N (3-methylaminopropionitrile), CN(P(=O)(N(C)C)N(C)C)C (hexamethylphosphoramide). The solvent is C(C)(C)O (isopropanol). Reaction conditions: temperature 100 celsius, time 9 hour. The product is Cl.NC1=NC(=NC2=CC(=C(C=C12)OC)OC)N(C)CCC#N (N-(4-amino-6,7-dimethoxyquinazol-2-yl)-N-methyl-2-cyanoethylamine hydrochloride). Yield: 63.8%. As a reaction SMILES: [NH2:1][C:2]1[C:11]2[C:6](=[CH:7][C:8]([O:14][CH3:15])=[C:9]([O:12][CH3:13])[CH:10]=2)[N:5]=[C:4]([Cl:16])[N:3]=1.[CH3:17][NH:18][CH2:19][CH2:20][C:21]#[N:22].CN(C)P(N(C)C)(N(C)C)=O>C(O)(C)C>[ClH:16].[NH2:1][C:2]1[C:11]2[C:6](=[CH:7][C:8]([O:14][CH3:15])=[C:9]([O:12][CH3:13])[CH:10]=2)[N:5]=[C:4]([N:18]([CH2:19][CH2:20][C:21]#[N:22])[CH3:17])[N:3]=1 |f:4.5|. Reported procedure: 50 gms, 0.208 moles of 4-amino-2-chloro-6,7-dimethoxyquinazoline and 21.2 gms, 0.252 moles of 3-methylaminopropionitrile were charged in a round bottom flask containing 350 ml hexamethylphosphoramide. The reaction mass was stirred at about 100° C. for 9 hours, cooled to a temperature of 25° C. and then charged with 250 ml isopropanol. The reaction mass was further stirred for 15 minutes, filtered and washed with 50 ml isopropanol and subjected to drying at 50° C. for 7-8 hours to yield N-(4-amin...